Dataset: the Open Reaction Database (ORD), a public repository of structured organic reaction records. Task: describe an organic reaction: reactants, conditions, products, and yield The reactants are S1C(NC(C1)=S)=S (thiazolidine -2,4-dithione), [OH-].[Na+] (sodium hydroxide), Cl.ClCC(=N)N (α-chloroacetamidine hydrochloride). The solvent is C(C)O (ethanol). The product is Cl.C(N)(=N)CSC=1N=C(SC1)S (4-amidinomethylthio-2-mercaptothiazole hydrochloride). Yield: 19.9%. As a reaction SMILES: [S:1]1[CH2:5][C:4](=[S:6])[NH:3][C:2]1=[S:7].[OH-].[Na+].Cl.[Cl:11][CH2:12][C:13]([NH2:15])=[NH:14]>C(O)C>[ClH:11].[C:13]([CH2:12][S:6][C:4]1[N:3]=[C:2]([SH:7])[S:1][CH:5]=1)(=[NH:14])[NH2:15] |f:1.2,3.4,6.7|. Procedure: In 20 ml of ethanol was suspended 1.49 g of thiazolidine -2,4-dithione, and 20 ml of 1N-sodium hydroxide solution was added under ice-cooling and stirring. To the mixture was added 1.29 g of α-chloroacetamidine hydrochloride, and the resultant was stirred at room temperature for 2.5 hours and concentrated. The precipitating crystals were collected by filtration, suspended to water, and hydrochloric acid was added to the suspension to dissolve the crystals. Thereafter this solution was subjected ... Reactants: NC1=NC=CC(=C1)NC(=O)C=1N(C2=CC=C(C=C2C1)F)CC1=CC(=CC=C1)F (N-[2-aminopyrid-4-yl]-5-fluoro-1-[(3-fluorophenyl)methyl]-1H-indole-2-carboxamide), BrC(C(=O)C1=CC=CC=C1)C (2-bromo-1-phenylpropan-1-one). Solvent: C(C)#N (acetonitrile). Reaction conditions: temperature 150 celsius. Yields the product CC=1N=C2N(C=CC(=C2)NC(=O)C=2N(C3=CC=C(C=C3C2)F)CC2=CC(=CC=C2)F)C1C1=CC=CC=C1 (N-(2-Methyl-3-phenylimidazo[1,2-a]pyrid-7-yl)-5-fluoro-1-[(3-fluorophenyl)-methyl]-1H-indole-2-carboxamide). The yield is 23.4%. As a reaction SMILES: [NH2:1][C:2]1[CH:7]=[C:6]([NH:8][C:9]([C:11]2[N:12]([CH2:21][C:22]3[CH:27]=[CH:26][CH:25]=[C:24]([F:28])[CH:23]=3)[C:13]3[C:18]([CH:19]=2)=[CH:17][C:16]([F:20])=[CH:15][CH:14]=3)=[O:10])[CH:5]=[CH:4][N:3]=1.Br[CH:30]([CH3:39])[C:31]([C:33]1[CH:38]=[CH:37][CH:36]=[CH:35][CH:34]=1)=O>C(#N)C>[CH3:39][C:30]1[N:1]=[C:2]2[CH:7]=[C:6]([NH:8][C:9]([C:11]3[N:12]([CH2:21][C:22]4[CH:27]=[CH:26][CH:25]=[C:24]([F:28])[CH:23]=4)[C:13]4[C:18]([CH:19]=3)=[CH:17][C:16]([F:20])=[CH:15][CH:14]=4)=[O:10])[CH:5]=[CH:4][N:3]2[C:31]=1[C:33]1[CH:38]=[CH:37][CH:36]=[CH:35][CH:34]=1. Procedure details: 0.1 g (0.26 mmol) of N-[2-aminopyrid-4-yl]-5-fluoro-1-[(3-fluorophenyl)methyl]-1H-indole-2-carboxamide, prepared according to the protocol described in step 10.1, 0.11 g (0.53 mmol) of 2-bromo-1-phenylpropan-1-one and 4 mL of acetonitrile are placed in a 10 mL pressure tube specific for microwave reactors. The tube is then sealed and heated in the microwave reactor at 150° C. for two 1-hour cycles. After this time, the reaction mixture is concentrated under reduced pressure. The crude reaction p... Reactants: BrC1=C(C=CC(=C1)C(C)C)N1C=C(C2=C(C=C(N=C12)Cl)C)C#N (1-(2-bromo-4-isopropylphenyl)-6-chloro-3-cyano-4-methyl-7-azaindole), [OH-].[NH4+] (ammonium hydroxide). Run in S(O)(O)(=O)=O (sulfuric acid). Product: BrC1=C(C=CC(=C1)C(C)C)N1C=CC2=C(C=C(N=C12)Cl)C (1-(2-Bromo-4-isopropylphenyl)-6-chloro-4-methyl-7-azaindole). The yield is 80.2%. As a reaction SMILES: [Br:1][C:2]1[CH:7]=[C:6]([CH:8]([CH3:10])[CH3:9])[CH:5]=[CH:4][C:3]=1[N:11]1[C:19]2[C:14](=[C:15]([CH3:21])[CH:16]=[C:17]([Cl:20])[N:18]=2)[C:13](C#N)=[CH:12]1.[OH-].[NH4+]>S(=O)(=O)(O)O>[Br:1][C:2]1[CH:7]=[C:6]([CH:8]([CH3:10])[CH3:9])[CH:5]=[CH:4][C:3]=1[N:11]1[C:19]2[C:14](=[C:15]([CH3:21])[CH:16]=[C:17]([Cl:20])[N:18]=2)[CH:13]=[CH:12]1 |f:1.2|. Procedure: A mixture of 52 mg of 1-(2-bromo-4-isopropylphenyl)-6-chloro-3-cyano-4-methyl-7-azaindole and 10 mL of 65% sulfuric acid was refluxed for one hour. The cooled solution was poured onto ice, and 17 mL of conc. ammonium hydroxide was added. The alkaline mixture was extracted with ethyl acetate. The extract was washed (brine), dried (Na2SO4), and evaporated. TLC of the residue on silica gel with 70:30 hexane-ethyl acetate showed a major new spot, Rf =0.58, with a trace of unchanged starting material... Starting materials: C(=O)(O)[O-].[Na+] (NaHCO3), NC1=NC=C(C(=N1)N[C@@H](C)C=1N(C(C2=C(C=CC=C2C1)C=1C=NC=C(C1)OC)=O)C1=CC=CC=C1)C#N ((S)-2-amino-4-((1-(8-(5-methoxypyridin-3-yl)-1-oxo-2-phenyl-1,2-dihydroisoquinolin-3-yl)ethyl)amino)pyrimidine-5-carbonitrile), ice water, P(Br)(Br)Br (PBr3). Solvent: C(Cl)Cl (DCM). Conditions: time 8 hour. Product: NC1=NC=C(C(=N1)N[C@@H](C)C=1N(C(C2=C(C=CC=C2C1)C=1C=NC=C(C1)O)=O)C1=CC=CC=C1)C#N (2-amino-4-((S)-1-(8-(5-hydroxypyridin-3-yl)-1-oxo-2-phenyl-1,2-dihydroisoquinolin-3-yl)ethylamino)pyrimidine-5-carbonitrile). As a reaction SMILES: [NH2:1][C:2]1[N:7]=[C:6]([NH:8][C@H:9]([C:11]2[N:12]([C:30]3[CH:35]=[CH:34][CH:33]=[CH:32][CH:31]=3)[C:13](=[O:29])[C:14]3[C:19]([CH:20]=2)=[CH:18][CH:17]=[CH:16][C:15]=3[C:21]2[CH:22]=[N:23][CH:24]=[C:25]([O:27]C)[CH:26]=2)[CH3:10])[C:5]([C:36]#[N:37])=[CH:4][N:3]=1.P(Br)(Br)Br.C([O-])(O)=O.[Na+]>C(Cl)Cl>[NH2:1][C:2]1[N:7]=[C:6]([NH:8][C@H:9]([C:11]2[N:12]([C:30]3[CH:35]=[CH:34][CH:33]=[CH:32][CH:31]=3)[C:13](=[O:29])[C:14]3[C:19]([CH:20]=2)=[CH:18][CH:17]=[CH:16][C:15]=3[C:21]2[CH:22]=[N:23][CH:24]=[C:25]([OH:27])[CH:26]=2)[CH3:10])[C:5]([C:36]#[N:37])=[CH:4][N:3]=1 |f:2.3|. Reported procedure: To a stirred mixture of (S)-2-amino-4-((1-(8-(5-methoxypyridin-3-yl)-1-oxo-2-phenyl-1,2-dihydroisoquinolin-3-yl)ethyl)amino)pyrimidine-5-carbonitrile 9 (15 mg, 0.031 mmol) in DCM (5 mL) at −78° C. under argon, PBr3 (77 mg, 0.31 mmol) was added and the resulting mixture was stirred from −78° C. to RT overnight. The reaction mixture was poured into ice-water (10 mL) and then neutralized with saturated aqueous NaHCO3 to adjust the pH value to 8-9. The mixture was extracted with a mixture of methano... The reactants are BrCC(=O)OC (methyl 2-bromoacetate), C([O-])(O)=O.[Na+] (sodium bicarbonate), C1(=CC=C(C=C1)S(=O)(=O)O)C (p-toluenesulfonic acid), O1C(OCC1)C1=C(SC=C1)S(=O)(=O)NC1=CC=C(C=C1)OC (3-(1,3-Dioxolan-2-yl)-N-(4-methoxyphenyl)-thiophene-2-sulfonamide), [H-].[Na+] (sodium hydride), C([O-])([O-])=O.[Na+].[Na+] (sodium carbonate). Run in CC(=O)C (acetone), C1CCOC1 (THF), CN(C)C=O (DMF), O (water). Conditions: time 30 minute. Yields the product COC(CN(C1=CC=C(C=C1)OC)S(=O)(=O)C=1SC=CC1C=O)=O (N-[(3-formyl-2-thienyl)sulfonyl]-N-(4-methoxyphenyl)-glycine Methyl Ester). The yield is 33.2%. As a reaction SMILES: O1CC[O:3][CH:2]1[C:6]1[CH:10]=[CH:9][S:8][C:7]=1[S:11]([NH:14][C:15]1[CH:20]=[CH:19][C:18]([O:21][CH3:22])=[CH:17][CH:16]=1)(=[O:13])=[O:12].[H-].[Na+].Br[CH2:26][C:27]([O:29][CH3:30])=[O:28].C(=O)(O)[O-].[Na+].C1(C)C=CC(S(O)(=O)=O)=CC=1.C(=O)([O-])[O-].[Na+].[Na+]>C1COCC1.CN(C=O)C.CC(C)=O.O>[CH3:30][O:29][C:27](=[O:28])[CH2:26][N:14]([S:11]([C:7]1[S:8][CH:9]=[CH:10][C:6]=1[CH:2]=[O:3])(=[O:12])=[O:13])[C:15]1[CH:16]=[CH:17][C:18]([O:21][CH3:22])=[CH:19][CH:20]=1 |f:1.2,4.5,7.8.9|. Procedure: To a solution of the product of Step A (10.21 g, 29.9 mmol) in anhydrous THF (100 mL) and DMF (15 mL) at 0° C. was added sodium hydride (60% dispersion in mineral oil, 1.32 g, 32.9 mmol). After stirring for 30 min, methyl 2-bromoacetate (5.49 g, 35.9 mmol) was added and stirring continued at ambient temperature for 4 h. The reaction mixture was poured into a saturated solution of sodium bicarbonate (150 mL) and extracted with ethyl acetate (2×100 mL). The combined extracts was dried (MgSO4) and ... Reactants: FC=1C=C(C#N)C=CC1 (m-Fluorobenzonitrile), S(O)(O)(=O)=O (sulfuric acid), [N+](=O)([O-])[O-].[K+] (potassium nitrate). Run in ice. Conditions: temperature 25 celsius. Yields the product C(#N)C=1C=C(C=CC1[N+](=O)[O-])F (3-cyano-4-nitrofluorobenzene). Yield: 86.5%. As a reaction SMILES: [F:1][C:2]1[CH:3]=[C:4]([CH:7]=[CH:8][CH:9]=1)[C:5]#[N:6].S(=O)(=O)(O)O.[N+:15]([O-])([O-:17])=[O:16].[K+]>>[C:5]([C:4]1[CH:3]=[C:2]([F:1])[CH:9]=[CH:8][C:7]=1[N+:15]([O-:17])=[O:16])#[N:6] |f:2.3|. Reported procedure: m-Fluorobenzonitrile (96.8 g., 0.8 mole) is added in two and one-half hours to a mixture of concentrated sulfuric acid (600 ml.) and potassium nitrate (80.9 g., 0.8 mole) at 3°-6° C., then allowed to warm to 25° C. The mixture is poured over cracked ice (3000 ml.), extracted with chloroform (5×250 ml.), dried and the solvent removed. The residue is extracted with pentane and dried to give 3-cyano-4-nitrofluorobenzene (115 g., 86.5%) m.p. 102°-104° C. Product: CCOC1=C([N+](=O)[O-])CN(C(C)C)C1=O. Reactants: CCOC1=C(C(=O)O)CN(C(C)C)C1=O, O=C=O, O=[N+]([O-])O, O=S(=O)(O)O. Reaction SMILES: [CH2:1]([CH3:2])[O:3][C:4]1=[C:8]([C:9]([OH:10])=[O:11])[CH2:7][N:6]([CH:12]([CH3:13])[CH3:14])[C:5]1=[O:15].[O:20]=[C:21]=[O:22].[OH:16][N+:17]([O-:18])=[O:19].[S:23](=[O:24])(=[O:25])([OH:26])[OH:27]>>[CH2:1]([CH3:2])[O:3][C:4]1=[C:8]([N+:17](=[O:16])[O-:18])[CH2:7][N:6]([CH:12]([CH3:13])[CH3:14])[C:5]1=[O:15]. The reactants are CCOC(=O)CN(C(=O)C(NC(=O)OCc1ccccc1)C(C)C)C1CCCC1, CCO, [K+], [OH-]. The product is CC(C)C(NC(=O)OCc1ccccc1)C(=O)N(CC(=O)O)C1CCCC1. As a reaction SMILES: [CH2:1]([CH3:2])[O:3][C:4]([CH2:5][N:6]([CH:7]1[CH2:8][CH2:9][CH2:10][CH2:11]1)[C:12]([CH:13]([NH:14][C:15](=[O:16])[O:17][CH2:18][c:19]1[cH:20][cH:21][cH:22][cH:23][cH:24]1)[CH:25]([CH3:26])[CH3:27])=[O:28])=[O:29].[CH3:32][CH2:33][OH:34].[K+:31].[OH-:30]>>[O:3]=[C:4]([CH2:5][N:6]([CH:7]1[CH2:8][CH2:9][CH2:10][CH2:11]1)[C:12]([CH:13]([NH:14][C:15](=[O:16])[O:17][CH2:18][c:19]1[cH:20][cH:21][cH:22][cH:23][cH:24]1)[CH:25]([CH3:26])[CH3:27])=[O:28])[OH:29]. The reactants are C1(=CC=CC=C1)C (toluene), 4.6, S(=O)(Cl)Cl (thionyl chloride), C(=O)(O)C=1C=C2C(=NNC2=CC1O)CC1=CC(=CC=C1)C (5-carboxy-6-hydroxy-3-(3-methylbenzyl)-1H-indazole). The solvent is C1CCOC1 (THF). Yields the product ClC(=O)C=1C=C2C(=NNC2=CC1O)CC1=CC(=CC=C1)C (5-chlorocarbonyl-6-hydroxy-3-(3-methylbenzyl)-1H-indazole). Reaction SMILES: S(Cl)([Cl:3])=O.[C:5]([C:8]1[CH:9]=[C:10]2[C:14](=[CH:15][C:16]=1[OH:17])[NH:13][N:12]=[C:11]2[CH2:18][C:19]1[CH:24]=[CH:23][CH:22]=[C:21]([CH3:25])[CH:20]=1)(O)=[O:6].C1(C)C=CC=CC=1>C1COCC1>[Cl:3][C:5]([C:8]1[CH:9]=[C:10]2[C:14](=[CH:15][C:16]=1[OH:17])[NH:13][N:12]=[C:11]2[CH2:18][C:19]1[CH:24]=[CH:23][CH:22]=[C:21]([CH3:25])[CH:20]=1)=[O:6]. Reported procedure: 4.6 0.1 ml of thionyl chloride is added to a suspension of 200 mg of “4e” in 4 ml of THF, and the mixture is stirred for a further hour. 3 ml of toluene are added, and the solvents are removed at 300, giving 5-chlorocarbonyl-6-hydroxy-3-(3-methylbenzyl)-1H-indazole (“4f”) Reactants: BrCC[C@@H]1CC[C@H](CC1)NC1=NC=CC=N1 (trans-[4-(2-Bromoethyl)-cyclohexyl]-pyrimidin-2-yl-amine), FC(C=1C=C(C=CC1)N1CCNCC1)(F)F (1-(3-trifluoromethyl-phenyl)-piperazine), C([O-])([O-])=O.[K+].[K+] (potassium carbonate), C(C)#N (acetonitrile). The solvent is C(Cl)Cl (methylene chloride). The product is N1=C(N=CC=C1)N[C@@H]1CC[C@H](CC1)CCN1CCN(CC1)C1=CC(=CC=C1)C(F)(F)F (trans-Pyrimidin-2-yl-(4-{2-[4-(3-trifluoromethyl-phenyl)-piperazin-1-yl]-ethyl}-cyclohexyl)-amine). Reaction SMILES: Br[CH2:2][CH2:3][C@H:4]1[CH2:9][CH2:8][C@H:7]([NH:10][C:11]2[N:16]=[CH:15][CH:14]=[CH:13][N:12]=2)[CH2:6][CH2:5]1.[F:17][C:18]([F:32])([F:31])[C:19]1[CH:20]=[C:21]([N:25]2[CH2:30][CH2:29][NH:28][CH2:27][CH2:26]2)[CH:22]=[CH:23][CH:24]=1.C(=O)([O-])[O-].[K+].[K+].C(#N)C>C(Cl)Cl>[N:12]1[CH:13]=[CH:14][CH:15]=[N:16][C:11]=1[NH:10][C@H:7]1[CH2:8][CH2:9][C@H:4]([CH2:3][CH2:2][N:28]2[CH2:27][CH2:26][N:25]([C:21]3[CH:22]=[CH:23][CH:24]=[C:19]([C:18]([F:31])([F:32])[F:17])[CH:20]=3)[CH2:30][CH2:29]2)[CH2:5][CH2:6]1 |f:2.3.4|. Reported procedure: A mixture of trans-[4-(2-Bromoethyl)-cyclohexyl]-pyrimidin-2-yl-amine (0.26 g, 0.91 mmol), 1-(3-trifluoromethyl-phenyl)-piperazine (0.21 g, 0.91 mmol), and potassium carbonate (0.21 g, 1.5 mmol) was heated in 10 mL refluxing acetonitrile for 18 hours. The reaction was diluted with methylene chloride, filtered, and the solvents were removed under reduced pressure. The residue was partitioned between chloroform and aqueous 2N sodium carbonate solution. The organic layer was dried over sodium sulfa...